From a dataset of the Open Reaction Database (ORD), a public repository of structured organic reaction records. describe an organic reaction: reactants, conditions, products, and yield The reactants are 1,3-(naphthalen-2-yl)-1-(pyridin-3-yl)propenone, [I-].BrC1=CC=CC(=N1)C(C[N+]1=CC=CC=C1)=O ([2-(6-bromopyridin-2-yl)oxoethyl]pyridinium iodide), BrC1=CC=CC(=N1)C1=NC(=CC(=C1)C1=CC2=CC=CC=C2C=C1)C=1C=NC=CC1 (6-bromo-4′-(naphthalen-2-yl)-[2,2′;6′,3″]terpyridine), crude product, C1=C(C=CC2=CC=CC=C12)C=O (2-naphthaldehyde), BrC1=CC=CC(=N1)C1=NC(=CC(=C1)C1=CC2=CC=CC=C2C=C1)C=1C=NC=CC1 (6-bromo-4′-(naphthalen-2-yl)-[2,2′;6′,3″]terpyridine), C1=NC=CC=2NC=3C=CC=CC3C21 (5H-pyrido[4,3-b]indole), C([O-])([O-])=O.[K+].[K+] (potassium carbonate), C(C)(=O)C=1C=NC=CC1 (3-acetylpyridine). Reagents/catalysts: [Cu] (copper). The solvent is C(Cl)(Cl)Cl (chloroform), C(Cl)(Cl)Cl (chloroform), ClC1=C(C=CC=C1)Cl (o-dichlorobenzene), CS(=O)C (dimethyl sulfoxide). Conditions: temperature 140 celsius, time 3 hour. Yields the product C1=C(C=CC2=CC=CC=C12)C1=CC(=NC(=C1)C=1C=NC=CC1)C1=NC(=CC=C1)N1C2=C(C=3C=CC=CC13)C=NC=C2 (4′-(naphthalen-2-yl)-6-(5H-pyrido[4,3-b]indol-5-yl)-[2,2′;6′,3″]terpyridine). Yield: 55.0%. Reaction SMILES: [CH:1]1[C:10]2[C:5](=[CH:6][CH:7]=[CH:8][CH:9]=2)[CH:4]=[CH:3][C:2]=1[CH:11]=O.C(C1C=NC=CC=1)(=O)C.[I-].BrC1N=C(C(=O)C[N+]2C=CC=CC=2)C=CC=1.Br[C:40]1[N:45]=[C:44]([C:46]2[CH:51]=C(C3C=CC4C(=CC=CC=4)C=3)[CH:49]=[C:48]([C:62]3[CH:63]=[N:64][CH:65]=[CH:66][CH:67]=3)[N:47]=2)[CH:43]=[CH:42][CH:41]=1.[CH:68]1[C:80]2[C:79]3[CH:78]=[CH:77][CH:76]=[CH:75][C:74]=3[NH:73][C:72]=2[CH:71]=[CH:70][N:69]=1.C(=O)([O-])[O-].[K+].[K+]>C(Cl)(Cl)Cl.[Cu].ClC1C=CC=CC=1Cl.CS(C)=O>[CH:1]1[C:10]2[C:5](=[CH:6][CH:7]=[CH:8][CH:9]=2)[CH:4]=[CH:3][C:2]=1[C:11]1[CH:49]=[C:48]([C:62]2[CH:63]=[N:64][CH:65]=[CH:66][CH:67]=2)[N:47]=[C:46]([C:44]2[CH:43]=[CH:42][CH:41]=[C:40]([N:73]3[C:74]4[CH:75]=[CH:76][CH:77]=[CH:78][C:79]=4[C:80]4[CH:68]=[N:69][CH:70]=[CH:71][C:72]3=4)[N:45]=2)[CH:51]=1 |f:2.3,6.7.8|. Procedure: As in Example 1,3-(naphthalen-2-yl)-1-(pyridin-3-yl)propenone was synthesized from 2-naphthaldehyde and 3-acetylpyridine, and further subjected to a reaction with [2-(6-bromopyridin-2-yl)oxoethyl]pyridinium iodide to synthesize 6-bromo-4′-(naphthalen-2-yl)-[2,2′;6′,3″]terpyridine. To 4.4 g of the resulting 6-bromo-4′-(naphthalen-2-yl)-[2,2′;6′,3″]terpyridine were added 1.7 g of 5H-pyrido[4,3-b]indole, 0.3 g of a copper powder, 4.2 g of potassium carbonate, 0.3 mL of dimethyl sulfoxide, and 20 mL... The reactants are C1CC12C=CC=C2 (spiro[2.4]hepta-4,6-diene), O.O.C(C)(=O)[O-].[Li+] (lithium acetate dihydrate), [Cl-].[Li+] (lithium chloride), C1(C=CC(C=C1)=O)=O (p-benzoquinone). Reagents/catalysts: C(C)(=O)[O-].[Pd+2].C(C)(=O)[O-] (palladium acetate), [O-2].[Mn+4].[O-2] (manganese (IV) oxide). Run in C(C)(=O)O (acetic acid), O (water), CCCCC (pentane). Reaction conditions: time 24 hour. Product: C(C)(=O)OC1C2(CC2)C(C=C1)OC(C)=O (Spiro[2.4]hept-5-ene-4,7diol diacetate). Yield: 77.1%. Reaction SMILES: [OH2:1].O.[C:3]([O-:6])(=[O:5])[CH3:4].[Li+].[Cl-].[Li+].[C:10]1(=[O:17])[CH:15]=CC(=O)C=C1.[CH2:18]1[C:20]2([CH:24]=[CH:23][CH:22]=[CH:21]2)[CH2:19]1>C(O)(=O)C.O.CCCCC.C([O-])(=O)C.[Pd+2].C([O-])(=O)C.[O-2].[Mn+4].[O-2]>[C:3]([O:6][CH:21]1[CH:22]=[CH:23][CH:24]([O:1][C:10](=[O:17])[CH3:15])[C:20]21[CH2:19][CH2:18]2)(=[O:5])[CH3:4] |f:0.1.2.3,4.5,11.12.13,14.15.16|. Procedure: To a two phase mixture of palladium acetate (1.7 g), lithium acetate dihydrate (123.6 g), lithium chloride (30.0 g), manganese (IV) oxide (15.3 g) and p-benzoquinone (1.4 g) in acetic acid (250 ml), water (420 ml) and pentane (3.7 l) was added spiro[2.4]hepta-4,6-diene (7.7 g) and the resulting mixture was stirred at ambient temperature for 24 hours. The reaction mixture was filtered through a celite plug washing with pentane (1 l). The organic phase was collected, washed successively with satur... Reactants: Cl.N1CCC(CC1)CCCCO (4-(4-piperidinyl)-1-butanol hydrochloride), C([O-])([O-])=O.[K+].[K+] (potassium carbonate), ICC (iodoethane). The solvent is C(C)#N (acetonitrile). Reaction conditions: time 4 hour. The product is C(C)N1CCC(CC1)CCCCO (4-(1-Ethyl-4-piperidinyl)-1-butanol). The yield is 55.9%. Reaction SMILES: Cl.[NH:2]1[CH2:7][CH2:6][CH:5]([CH2:8][CH2:9][CH2:10][CH2:11][OH:12])[CH2:4][CH2:3]1.C(=O)([O-])[O-].[K+].[K+].I[CH2:20][CH3:21]>C(#N)C>[CH2:20]([N:2]1[CH2:7][CH2:6][CH:5]([CH2:8][CH2:9][CH2:10][CH2:11][OH:12])[CH2:4][CH2:3]1)[CH3:21] |f:0.1,2.3.4|. Procedure details: To stirring solution of 4-(4-piperidinyl)-1-butanol hydrochloride (4.51 g, 23.28 mmol) and potassium carbonate (8.04 g, 58.2 mmol) in dry acetonitrile (60 ml) was added iodoethane (2.070 ml, 25.6 mmol). The reaction mixture was allowed to stir at room temperature for 4 hours. The reaction mixture was concentrated in vacuo and the residue partitioned between water (20 ml) and ethyl acetate (30 ml). The aqueous was re-extracted with ethyl acetate (1×30 ml) then dichloromethane (1×30 ml), the organ... Reactants: CC(C)(C)[Si](C)(C)Cl, C1CCOC1, [Cl-], N#N, [NH4+], c1c[nH]cn1, CC(O)c1ncco1. Product: CC(O[Si](C)(C)C(C)(C)C)c1ncco1. Reaction SMILES: [C:11]([CH3:12])([CH3:13])([CH3:14])[Si:15]([CH3:16])([CH3:17])[Cl:18].[CH2:26]1[O:27][CH2:28][CH2:29][CH2:30]1.[Cl-:24].[N:1]#[N:2].[NH4+:25].[nH:19]1[cH:20][cH:21][n:22][cH:23]1.[o:3]1[c:4]([CH:8]([CH3:9])[OH:10])[n:5][cH:6][cH:7]1>>[o:3]1[c:4]([CH:8]([CH3:9])[O:10][Si:15]([C:11]([CH3:12])([CH3:13])[CH3:14])([CH3:16])[CH3:17])[n:5][cH:6][cH:7]1. Reactants: NCCCCCCCC(=O)O (8-Aminooctanoic acid), CCN(C(C)C)C(C)C (DIPEA), O=C1N(C(CC1)=O)OC(CCN1C(C=CC1=O)=O)=O (3-(2,5-Dioxo-2,5-dihydropyrrol-1-yl)propionic acid 2,5-dioxopyrrolidin-1-yl ester). Run in CN(C)C=O (DMF). Product: O=C1N(C(C=C1)=O)CCC(=O)NCCCCCCCC(=O)O (8-[3-(2,5-Dioxo-2,5-dihydropyrrol-1-yl)propionylamino]octanoic acid). RXN SMILES: O=C1CCC(=O)N1O[C:9](=[O:19])[CH2:10][CH2:11][N:12]1[C:16](=[O:17])[CH:15]=[CH:14][C:13]1=[O:18].[NH2:20][CH2:21][CH2:22][CH2:23][CH2:24][CH2:25][CH2:26][CH2:27][C:28]([OH:30])=[O:29].CCN(C(C)C)C(C)C>CN(C=O)C>[O:17]=[C:16]1[CH:15]=[CH:14][C:13](=[O:18])[N:12]1[CH2:11][CH2:10][C:9]([NH:20][CH2:21][CH2:22][CH2:23][CH2:24][CH2:25][CH2:26][CH2:27][C:28]([OH:30])=[O:29])=[O:19]. Procedure details: 3-(2,5-Dioxo-2,5-dihydropyrrol-1-yl)propionic acid 2,5-dioxopyrrolidin-1-yl ester (787 mg, crude) was dissolved in DMF (15 ml). 8-Aminooctanoic acid (350 mg) and DIPEA (0.45 ml) was added. The mixture was stirred under nitrogen at room temperature over night. The mixture was concentrated. The residue was dissolved in EtOAc and extracted with 0.1 N HCl (2×). The phase separation was not easy. The organic layer was washed with brine (2×), dried (Na2SO4) and concentrated to give a white solid. LC-M... Reactants: COC1=C(C(O)=CC=C1)O (3-methoxycatechol), C1(CCCC1)=O (cyclopentanone), C(OC)([O-])[O-] (methyl orthoformate), C1(=CC=C(C=C1)S(=O)(=O)O)C (p-toluenesulfonic acid), monohydrate, [OH-].[Na+] (sodium hydroxide). Solvent: C1=CC=CC=C1 (benzene). The product is COC1=CC=CC2=C1OC1(CCCC1)O2 (7-Methoxy-spiro[1,3-benzodioxole-2,1′-cyclopentane]). As a reaction SMILES: [CH3:1][O:2][C:3]1[CH:9]=[CH:8][CH:7]=[C:5]([OH:6])[C:4]=1[OH:10].[C:11]1(=O)[CH2:15][CH2:14][CH2:13][CH2:12]1.C([O-])([O-])OC.C1(C)C=CC(S(O)(=O)=O)=CC=1.[OH-].[Na+]>C1C=CC=CC=1>[CH3:1][O:2][C:3]1[C:4]2[O:10][C:11]3([O:6][C:5]=2[CH:7]=[CH:8][CH:9]=1)[CH2:15][CH2:14][CH2:13][CH2:12]3 |f:4.5|. Procedure: A mixture of 3-methoxycatechol (22.6 g), cyclopentanone (27.1 g), methyl orthoformate (34.2 g), p-toluenesulfonic acid.monohydrate (0.2 g), and benzene (300 ml) was heated under reflux for 24 hours. After being allowed to stand for cooling, a dilute solution of sodium hydroxide was added to the mixture followed by extraction with ether. The organic layer was washed with a saturated saline and dried over anhydrous potassium carbonate. The solvent was distilled off under reduced pressure to give C... Starting materials: CCOC(=O)COc1ccc(C2CCC(N(Cc3ccccc3)C(=O)OC(C)(C)C)CC2)cc1, ClCCl, O=C(O)C(F)(F)F. Product: CCOC(=O)COc1ccc(C2CCC(NCc3ccccc3)CC2)cc1. As a reaction SMILES: [CH2:1]([c:2]1[cH:3][cH:4][cH:5][cH:6][cH:7]1)[N:8]([CH:9]1[CH2:10][CH2:11][CH:12]([c:15]2[cH:16][cH:17][c:18]([O:19][CH2:20][C:21](=[O:22])[O:23][CH2:24][CH3:25])[cH:26][cH:27]2)[CH2:13][CH2:14]1)[C:28]([O:29][C:30]([CH3:31])([CH3:32])[CH3:33])=[O:34].[Cl:42][CH2:43][Cl:44].[OH:35][C:36]([C:37]([F:38])([F:39])[F:40])=[O:41]>>[CH2:1]([c:2]1[cH:3][cH:4][cH:5][cH:6][cH:7]1)[NH:8][CH:9]1[CH2:10][CH2:11][CH:12]([c:15]2[cH:16][cH:17][c:18]([O:19][CH2:20][C:21](=[O:22])[O:23][CH2:24][CH3:25])[cH:26][cH:27]2)[CH2:13][CH2:14]1. Reported procedure: 260.0 g of the polyester A1 (OHN 41) were melted and added in portions at 120° C. with vigorous stirring to a mixture of 83.3 g of a 1:1 adduct of IPDI and hydroxyethyl acrylate, 0.7 g of IONOL CP and 0.2 g of DBTL. After about one hour of stirring, the NCO content was below 0.1% and the hot reaction mixture was poured from the flask onto a sheet. As soon as the reaction mass had solidified and cooled, it was mechanically size-reduced and ground. The Tg of this product was 45° C. Conditions: time 1 hour. Product: C(C=C)(=O)O.NC(=O)OCC (Urethane Acrylate). Reactants: polyester, CC1(CC(CC(C1)(C)CN=C=O)N=C=O)C (IPDI), C(C=C)(=O)OCCO (hydroxyethyl acrylate), CC1=CC(=C(C(=C1)C(C)(C)C)O)C(C)(C)C (IONOL CP), CCCCCCCCCCCC(=O)O[Sn](CCCC)(CCCC)OC(=O)CCCCCCCCCCC (DBTL), NCO. As a reaction SMILES: CC1(C)CC(C[N:10]=[C:11]=[O:12])(C)CC(N=C=O)C1.[C:17]([O:21]CCO)(=[O:20])[CH:18]=[CH2:19].CC1C=C(C(C)(C)C)[C:29]([OH:36])=[C:28](C(C)(C)C)C=1.CCCCCCCCCCCC(O[Sn](OC(CCCCCCCCCCC)=O)(CCCC)CCCC)=O>>[C:17]([OH:21])(=[O:20])[CH:18]=[CH2:19].[NH2:10][C:11]([O:36][CH2:29][CH3:28])=[O:12] |f:4.5|. The reactants are solution, CN (methylamine), C(C)O (ethanol), C(C1=CC=CC=C1)OC1=C(C=CC=C1)CC(=O)O (2-(2-Benzyloxyphenyl)acetic acid), Cl.CN(CCCN=C=NCC)C (N-(3-Dimethylaminopropyl)-N'-ethylcarbodiimide hydrochloride), ON1N=NC2=C1C=CC=C2 (1-Hydroxybenzotriazole). The solvent is CN(C=O)C (N,N-dimethylformamide), C(C)(=O)OCC (ethyl acetate), ClCCl (dichloromethane). Run at temperature 0 celsius, time 20 minute. The product is C(C1=CC=CC=C1)OC1=C(C=CC=C1)CC(=O)NC (2-(2-benzyloxyphenyl)-N-methylacetamide). Isolated yield 64.7%. Reaction SMILES: [CH2:1]([O:8][C:9]1[CH:14]=[CH:13][CH:12]=[CH:11][C:10]=1[CH2:15][C:16]([OH:18])=O)[C:2]1[CH:7]=[CH:6][CH:5]=[CH:4][CH:3]=1.O[N:20]1[C:24]2C=CC=CC=2N=N1.Cl.CN(C)CCCN=C=NCC.CN.C(O)C>ClCCl.CN(C)C=O.C(OCC)(=O)C>[CH2:1]([O:8][C:9]1[CH:14]=[CH:13][CH:12]=[CH:11][C:10]=1[CH2:15][C:16]([NH:20][CH3:24])=[O:18])[C:2]1[CH:7]=[CH:6][CH:5]=[CH:4][CH:3]=1 |f:2.3|. Reported procedure: 2-(2-Benzyloxyphenyl)acetic acid (15.0 g, 62 mmol) was dissolved in dichloromethane (270 ml) and N,N-dimethylformamide (70 ml). 1-Hydroxybenzotriazole (8.37 g, 62 mmol) was added. The solution was cooled to 0° C. N-(3-Dimethylaminopropyl)-N'-ethylcarbodiimide hydrochloride (11.89 g, 62 mmol) was added. The reaction mixture was stirred for 20 min. A 8.0 M solution of methylamine in ethanol (38.8 ml, 310 mmol) was added. The solution was stirred for 16 h, while it was warming up to room temperatur... Starting materials: B, CC(C)(C)OC(=O)N1CCCC(C(=O)O)C1, C1CCOC1, [Na+], C1CCOC1, [OH-]. Yields the product CC(C)(C)OC(=O)N1CCCC(CO)C1. Reaction SMILES: [BH3:6].[C:7](=[O:8])([O:9][C:10]([CH3:11])([CH3:12])[CH3:13])[N:14]1[CH2:15][CH:16]([C:17](=[O:18])[OH:19])[CH2:20][CH2:21][CH2:22]1.[CH2:25]1[O:26][CH2:27][CH2:28][CH2:29]1.[Na+:24].[O:1]1[CH2:2][CH2:3][CH2:4][CH2:5]1.[OH-:23]>>[C:7](=[O:8])([O:9][C:10]([CH3:11])([CH3:12])[CH3:13])[N:14]1[CH2:15][CH:16]([CH2:17][OH:18])[CH2:20][CH2:21][CH2:22]1.